From a dataset of the Open Reaction Database (ORD), a public repository of structured organic reaction records. describe an organic reaction: reactants, conditions, products, and yield Reaction SMILES: [Cl:13][CH2:14][CH2:15][CH2:16][C:17]([CH3:18])=[O:19].[OH:1][CH2:2][CH2:3][c:4]1[cH:5][nH:6][c:7]2[cH:8][cH:9][cH:10][cH:11][c:12]12.[c:20]1([CH3:21])[cH:22][cH:23][c:24]([S:25]([OH:26])(=[O:27])=[O:28])[cH:29][cH:30]1.[cH:31]1[cH:32][cH:33][cH:34][cH:35][cH:36]1>>[O:1]1[CH2:2][CH2:3][c:4]2[c:5]([nH:6][c:7]3[cH:8][cH:9][cH:10][cH:11][c:12]23)[C:17]1([CH2:16][CH2:15][CH2:14][Cl:13])[CH3:18]. Product: CC1(CCCCl)OCCc2c1[nH]c1ccccc21. The reactants are CC(=O)CCCCl, OCCc1c[nH]c2ccccc12, Cc1ccc(S(=O)(=O)O)cc1, c1ccccc1. Reactants: CNOC, CN1CCOCC1, CCN=C=NCCCN(C)C, CCOC(C)=O, CC(C)Oc1cc(C(F)(F)F)ccc1C(=O)O, ClCCl, Cl, Cl. The product is CON(C)C(=O)c1ccc(C(F)(F)F)cc1OC(C)C. Reaction SMILES: [CH3:19][NH:20][O:21][CH3:22].[CH3:23][N:24]1[CH2:25][CH2:26][O:27][CH2:28][CH2:29]1.[CH3:31][N:32]([CH3:33])[CH2:34][CH2:35][CH2:36][N:37]=[C:38]=[N:39][CH2:40][CH3:41].[CH3:45][CH2:46][O:47][C:48]([CH3:49])=[O:50].[CH:1]([CH3:2])([CH3:3])[O:4][c:5]1[c:6]([C:7](=[O:8])[OH:9])[cH:10][cH:11][c:12]([C:14]([F:15])([F:16])[F:17])[cH:13]1.[Cl:42][CH2:43][Cl:44].[ClH:18].[ClH:30]>>[CH:1]([CH3:2])([CH3:3])[O:4][c:5]1[c:6]([C:7](=[O:9])[N:20]([CH3:19])[O:21][CH3:22])[cH:10][cH:11][c:12]([C:14]([F:15])([F:16])[F:17])[cH:13]1. Reactants: BrCc1ccccc1, O=C([O-])[O-], CC(C)(C)OC(=O)NC1CNc2ccccc2C1, CCO, [K+], [K+]. Yields the product CC(C)(C)OC(=O)NC1Cc2ccccc2N(Cc2ccccc2)C1. Reaction SMILES: [Br:25][CH2:26][c:27]1[cH:28][cH:29][cH:30][cH:31][cH:32]1.[C:19](=[O:20])([O-:21])[O-:22].[C:1]([CH3:2])([CH3:3])([CH3:4])[O:5][C:6]([NH:7][CH:8]1[CH2:9][NH:10][c:11]2[cH:12][cH:13][cH:14][cH:15][c:16]2[CH2:17]1)=[O:18].[CH3:33][CH2:34][OH:35].[K+:23].[K+:24]>>[C:1]([CH3:2])([CH3:3])([CH3:4])[O:5][C:6]([NH:7][CH:8]1[CH2:9][N:10]([CH2:26][c:27]2[cH:28][cH:29][cH:30][cH:31][cH:32]2)[c:11]2[cH:12][cH:13][cH:14][cH:15][c:16]2[CH2:17]1)=[O:18]. The reactants are P(=O)(Cl)(Cl)Cl (phosphorus oxychloride), Cl.C(CCC)C1=CC=C(C(=N)N)C=C1 (p-n-butylbenzamidine hydrochloride), C(C)OC(=O)C=1C(=NC(=NC1)C1=CC=C(C=C1)CCCC)O (2-(p-n-butylphenyl)-4-hydroxy-5-pyrimidinecarboxylic acid ethyl ester), C(C)OC(C(C(=O)OCC)=COCC)=O (ethoxymethylenemalonic acid diethyl ester), CC[O-].[Na+] (sodium ethylate), C(C)OC(=O)C=1C(=NC(=NC1)C1=CC=C(C=C1)CCCC)Cl (2-(p-n-butylphenyl)-4-chloro-5-pyrimidinecarboxylic acid ethyl ester). Run in C(C)O (ethanol). The product is C(#N)C=1C=NC(=NC1)C1=CC=C(C=C1)CCCC (5-cyano-2-(4-n-butylphenyl)-pyrimdine). As a reaction SMILES: Cl.[CH2:2]([C:6]1[CH:14]=[CH:13][C:9]([C:10]([NH2:12])=[NH:11])=[CH:8][CH:7]=1)[CH2:3][CH2:4][CH3:5].C(OC(=O)C(=COCC)C(OCC)=O)C.CC[O-].[Na+].C(O[C:37]([C:39]1[C:40](O)=[N:41]C(C2C=CC(CCCC)=CC=2)=N[CH:44]=1)=O)C.P(Cl)(Cl)(Cl)=O.C(OC(C1C(Cl)=NC(C2C=CC(CCCC)=CC=2)=NC=1)=O)C>C(O)C>[C:40]([C:39]1[CH:37]=[N:11][C:10]([C:9]2[CH:8]=[CH:7][C:6]([CH2:2][CH2:3][CH2:4][CH3:5])=[CH:14][CH:13]=2)=[N:12][CH:44]=1)#[N:41] |f:0.1,3.4|. Procedure details: The starting material can be obtained according to the procedure of A. R. Todd and F. Bergel, J. Chem. Soc. 1937, 366 from p-n-butylbenzamidine hydrochloride and ethoxymethylenemalonic acid diethyl ester with sodium ethylate in ethanol and subsequent treatment of the obtained 2-(p-n-butylphenyl)-4-hydroxy-5-pyrimidinecarboxylic acid ethyl ester (melting point 198.0°-198.8° C) with phosphorus oxychloride. The melting point of 2-(p-n-butylphenyl)-4-chloro-5-pyrimidinecarboxylic acid ethyl ester is... Procedure details: In analogy to example 1, step 3,1-benzenesulfonyl-4-(3-bromo-phenyl)-3-isopropyl-imidazolidin-2-one (example 12, step 1) was reacted with 5-(methylsulfonyl)-3-pyridineboronic acid in the presence of dichloro[1,1′-bis(diphenylphosphino)ferrocene]palladium dichloromethane adduct and sodium carbonate in dioxane/water to give 1-benzenesulfonyl-3-isopropyl-4-[3-(5-methanesulfonyl-pyridin-3-yl)-phenyl]-imidazolidin-2-one as a light yellow oil. MS: 499.9 ([M+H]+) Yields the product C1(=CC=CC=C1)S(=O)(=O)N1C(N(C(C1)C1=CC(=CC=C1)C=1C=NC=C(C1)S(=O)(=O)C)C(C)C)=O (1-benzenesulfonyl-3-isopropyl-4-[3-(5-methanesulfonyl-pyridin-3-yl)-phenyl]-imidazolidin-2-one). The reagents and catalysts are C1=CC=C(C=C1)P([C-]2C=CC=C2)C3=CC=CC=C3.C1=CC=C(C=C1)P([C-]2C=CC=C2)C3=CC=CC=C3.Cl[Pd]Cl.[Fe+2].ClCCl (dichloro[1,1′-bis(diphenylphosphino)ferrocene]palladium dichloromethane). Reactants: C1(=CC=CC=C1)S(=O)(=O)N1C(N(C(C1)C1=CC(=CC=C1)Br)C(C)C)=O (1-benzenesulfonyl-4-(3-bromo-phenyl)-3-isopropyl-imidazolidin-2-one), CS(=O)(=O)C=1C=C(C=NC1)B(O)O (5-(methylsulfonyl)-3-pyridineboronic acid), C([O-])([O-])=O.[Na+].[Na+] (sodium carbonate). Solvent: O1CCOCC1.O (dioxane water). As a reaction SMILES: [C:1]1([S:7]([N:10]2[CH2:14][CH:13]([C:15]3[CH:20]=[CH:19][CH:18]=[C:17](Br)[CH:16]=3)[N:12]([CH:22]([CH3:24])[CH3:23])[C:11]2=[O:25])(=[O:9])=[O:8])[CH:6]=[CH:5][CH:4]=[CH:3][CH:2]=1.[CH3:26][S:27]([C:30]1[CH:31]=[C:32](B(O)O)[CH:33]=[N:34][CH:35]=1)(=[O:29])=[O:28].C(=O)([O-])[O-].[Na+].[Na+]>O1CCOCC1.O.C1C=CC(P(C2C=CC=CC=2)[C-]2C=CC=C2)=CC=1.C1C=CC(P(C2C=CC=CC=2)[C-]2C=CC=C2)=CC=1.Cl[Pd]Cl.[Fe+2].ClCCl>[C:1]1([S:7]([N:10]2[CH2:14][CH:13]([C:15]3[CH:20]=[CH:19][CH:18]=[C:17]([C:32]4[CH:33]=[N:34][CH:35]=[C:30]([S:27]([CH3:26])(=[O:29])=[O:28])[CH:31]=4)[CH:16]=3)[N:12]([CH:22]([CH3:24])[CH3:23])[C:11]2=[O:25])(=[O:9])=[O:8])[CH:6]=[CH:5][CH:4]=[CH:3][CH:2]=1 |f:2.3.4,5.6,7.8.9.10.11|. Starting materials: N[C@H](C(=O)NC1CN(C1)C(=O)OC(C)(C)C)C (tert-butyl 3-[(2S)-2-amino-2-methylacetylamino]-1-azetidinecarboxylate), [N+](=O)([O-])C1=CC=C(COC(=O)N=C(N2N=CC=C2)NC(OCC2=CC=C(C=C2)[N+](=O)[O-])=O)C=C1 (4-nitrobenzyl [(4-nitrobenzyloxy)carbonylimino-pyrazol-1-ylmethyl]carbamate). The solvent is O1CCCC1 (tetrahydrofuran), O1CCCC1 (tetrahydrofuran). Product: [N+](=O)([O-])C1=CC=C(COC(=O)N=C(N[C@H](C(=O)NC2CN(C2)C(=O)OC(C)(C)C)C)NC(=O)OCC2=CC=C(C=C2)[N+](=O)[O-])C=C1 (tert-Butyl 3-[(2S)-2-[2,3-Di(4-nitrobenzyloxycarbonyl)guanidino]-2-methylacetylamino]-1-azetidinecarboxylate). Isolated yield 98.6%. Reaction SMILES: [NH2:1][C@@H:2]([CH3:17])[C:3]([NH:5][CH:6]1[CH2:9][N:8]([C:10]([O:12][C:13]([CH3:16])([CH3:15])[CH3:14])=[O:11])[CH2:7]1)=[O:4].[N+:18]([C:21]1[CH:51]=[CH:50][C:24]([CH2:25][O:26][C:27]([N:29]=[C:30]([NH:36][C:37](=[O:49])[O:38][CH2:39][C:40]2[CH:45]=[CH:44][C:43]([N+:46]([O-:48])=[O:47])=[CH:42][CH:41]=2)N2C=CC=N2)=[O:28])=[CH:23][CH:22]=1)([O-:20])=[O:19]>O1CCCC1>[N+:18]([C:21]1[CH:22]=[CH:23][C:24]([CH2:25][O:26][C:27]([N:29]=[C:30]([NH:36][C:37]([O:38][CH2:39][C:40]2[CH:45]=[CH:44][C:43]([N+:46]([O-:48])=[O:47])=[CH:42][CH:41]=2)=[O:49])[NH:1][C@@H:2]([CH3:17])[C:3]([NH:5][CH:6]2[CH2:9][N:8]([C:10]([O:12][C:13]([CH3:16])([CH3:15])[CH3:14])=[O:11])[CH2:7]2)=[O:4])=[O:28])=[CH:50][CH:51]=1)([O-:20])=[O:19]. Reported procedure: To a solution of tert-butyl 3-[(2S)-2-amino-2-methylacetylamino]-1-azetidinecarboxylate (557 mg) in anhydrous tetrahydrofuran (10 ml), a solution of 4-nitrobenzyl [(4-nitrobenzyloxy)carbonylimino-pyrazol-1-ylmethyl]carbamate (974 mg) in tetrahydrofuran (20 ml) was added. The reaction mixture was then treated in a similar manner to that described in Referential Example 16-(1), whereby 1.32 g of the title compound were obtained as an amorphous substance. Starting materials: O=C(C(=O)OCC)CC(C1=C(C=C(C=C1C)C)C)=O (Ethyl 2,4-dioxo-4-(2,4,6-trimethylphenyl)butanoate), Cl (HCl), N(=O)[O-].[Na+] (NaNO2). Run in C(C)O (ethanol). Product: O=C(C(=O)OCC)C(C(C1=C(C=C(C=C1C)C)C)=O)=NO (Ethyl 2,4-dioxo-3-oximino-4-(2,4,6-trimethylphenyl)butanoate). As a reaction SMILES: [O:1]=[C:2]([CH2:8][C:9](=[O:19])[C:10]1[C:15]([CH3:16])=[CH:14][C:13]([CH3:17])=[CH:12][C:11]=1[CH3:18])[C:3]([O:5][CH2:6][CH3:7])=[O:4].Cl.[N:21]([O-])=[O:22].[Na+]>C(O)C>[O:1]=[C:2]([C:8](=[N:21][OH:22])[C:9](=[O:19])[C:10]1[C:11]([CH3:18])=[CH:12][C:13]([CH3:17])=[CH:14][C:15]=1[CH3:16])[C:3]([O:5][CH2:6][CH3:7])=[O:4] |f:2.3|. Procedure details: N2O3 gas was slowly passed into a stirred solution of the product of step A (16.2 g) in 300 mL of ethanol until the disappearance of starting material was confirmed by TLC. N2O3 gas was generated by the dropwise addition of 12N aqueous HCl solution into an aqueous slurry of NaNO2. The solvent was removed from the mixture and 200 mL of water was added to the residue. The product was then extracted into ether. The ether extract was dried over Na2SO4 and evaporated to give 16.1 g of a semi-solid. Run in CN(C)C=O (DMF), C(C)(=O)OCC (ethyl acetate). Reactants: [OH-].[Na+] (sodium hydroxide), BrCBr (dibromomethane), C1=C(C=CC=2CCCCC12)O (5,6,7,8-tetrahydro-2-naphthol), C(N)([S-])=S.COC1=CC=CC(=N1)NC.[Na+] (sodium 6-methoxy-2-methylaminopyridine dithiocarbamate). The yield is 58.2%. Reported procedure: 5,6,7,8-tetrahydro-2-naphthol (1.48 g, 10 mmol) was dissolved in 10 ml of DMF, after which crushed sodium hydroxide (0.60 g, 15 mmol) was added, then stirred for 10 minutes at room temperature. Next, sodium 6-methoxy-2-methylaminopyridine dithiocarbamate (2.36 g, 10 mmol) was added and the result stirred for 10 minutes. The solution was ice-cooled to 10° C., and dibromomethane (1.74 g, 10 mmol) was added dropwise for 5 minutes, and stirred for 1 hour at room temperature. 100 ml of ethyl acetate ... Run at time 10 minute. Product: COC1=CC=CC(=N1)N(C(OC1=CC=2CCCCC2C=C1)=S)C (O-(5,6,7,8-tetrahydro-2-naphthyl) N-(6-methoxy-2-pyridyl)-N-methylthiocarbamate). Reaction SMILES: [CH:1]1[C:10]2[CH2:9][CH2:8][CH2:7][CH2:6][C:5]=2[CH:4]=[CH:3][C:2]=1[OH:11].[OH-].[Na+].[C:14](=[S:17])([S-])[NH2:15].[CH3:18][O:19][C:20]1[N:25]=[C:24](NC)[CH:23]=[CH:22][CH:21]=1.[Na+].Br[CH2:30]Br>CN(C=O)C.C(OCC)(=O)C>[CH3:18][O:19][C:20]1[N:25]=[C:24]([N:15]([CH3:30])[C:14](=[S:17])[O:11][C:2]2[CH:3]=[CH:4][C:5]3[CH2:6][CH2:7][CH2:8][CH2:9][C:10]=3[CH:1]=2)[CH:23]=[CH:22][CH:21]=1 |f:1.2,3.4.5|. Starting materials: O=C([O-])O, CNOC, Cc1ncoc1C(=O)Cl, ClC(Cl)Cl, Cl, [Na+], c1ccncc1. Yields the product CON(C)C(=O)c1ocnc1C. Reaction SMILES: [C:21](=[O:22])([O-:23])[OH:24].[CH3:11][NH:12][O:13][CH3:14].[CH3:1][c:2]1[n:3][cH:4][o:5][c:6]1[C:7](=[O:8])[Cl:9].[CH:26]([Cl:27])([Cl:28])[Cl:29].[ClH:10].[Na+:25].[cH:15]1[cH:16][cH:17][n:18][cH:19][cH:20]1>>[CH3:1][c:2]1[n:3][cH:4][o:5][c:6]1[C:7](=[O:8])[N:12]([CH3:11])[O:13][CH3:14].